This data is from the Open Reaction Database (ORD), a public repository of structured organic reaction records. The task is: describe an organic reaction: reactants, conditions, products, and yield Starting materials: ClC1=CC(=NC(=N1)OC)NCCC1=CC=C(C=C1)OC(F)(F)F ((6-chloro-2-methoxy-pyrimidin-4-yl)-[2-(4-trifluoromethoxyphenyl)-ethyl]amine), COC(C(C)(C)C1=C(C=CC(=C1)B1OC(C(O1)(C)C)(C)C)F)=O (2-[2-fluoro-5-(4,4,5,5-tetramethyl-[1,3,2]dioxaborolan-2-yl)-phenyl]-2-methyl-propionic acid methyl ester), C(=O)([O-])[O-].[Cs+].[Cs+] (Cs2CO3). The reagents and catalysts are C=1C=CC(=CC1)[P](C=2C=CC=CC2)(C=3C=CC=CC3)[Pd]([P](C=4C=CC=CC4)(C=5C=CC=CC5)C=6C=CC=CC6)([P](C=7C=CC=CC7)(C=8C=CC=CC8)C=9C=CC=CC9)[P](C=1C=CC=CC1)(C=1C=CC=CC1)C=1C=CC=CC1 (tetrakis(triphenylphosphine)palladium). The solvent is O (water), O (water), COCCOC (DME). Product: COC(C(C)(C)C1=C(C=CC(=C1)C1=NC(=NC(=C1)NCCC1=CC=C(C=C1)OC(F)(F)F)OC)F)=O (2-(2-fluoro-5-{2-methoxy-6-[2-(4-trifluoromethoxy-phenyl)-ethylamino]-pyrimidin-4-yl}-phenyl)-2-methyl-propionic acid methyl ester). The yield is 30.2%. Reaction SMILES: Cl[C:2]1[N:7]=[C:6]([O:8][CH3:9])[N:5]=[C:4]([NH:10][CH2:11][CH2:12][C:13]2[CH:18]=[CH:17][C:16]([O:19][C:20]([F:23])([F:22])[F:21])=[CH:15][CH:14]=2)[CH:3]=1.[CH3:24][O:25][C:26](=[O:46])[C:27]([C:30]1[CH:35]=[C:34](B2OC(C)(C)C(C)(C)O2)[CH:33]=[CH:32][C:31]=1[F:45])([CH3:29])[CH3:28].C([O-])([O-])=O.[Cs+].[Cs+]>O.COCCOC.C1C=CC([P]([Pd]([P](C2C=CC=CC=2)(C2C=CC=CC=2)C2C=CC=CC=2)([P](C2C=CC=CC=2)(C2C=CC=CC=2)C2C=CC=CC=2)[P](C2C=CC=CC=2)(C2C=CC=CC=2)C2C=CC=CC=2)(C2C=CC=CC=2)C2C=CC=CC=2)=CC=1>[CH3:24][O:25][C:26](=[O:46])[C:27]([C:30]1[CH:35]=[C:34]([C:2]2[CH:3]=[C:4]([NH:10][CH2:11][CH2:12][C:13]3[CH:18]=[CH:17][C:16]([O:19][C:20]([F:23])([F:22])[F:21])=[CH:15][CH:14]=3)[N:5]=[C:6]([O:8][CH3:9])[N:7]=2)[CH:33]=[CH:32][C:31]=1[F:45])([CH3:29])[CH3:28] |f:2.3.4,^1:63,65,84,103|. Procedure: A solution of (6-chloro-2-methoxy-pyrimidin-4-yl)-[2-(4-trifluoromethoxyphenyl)-ethyl]amine (1.6 g), 2-[2-fluoro-5-(4,4,5,5-tetramethyl-[1,3,2]dioxaborolan-2-yl)-phenyl]-2-methyl-propionic acid methyl ester (0.63 g), Cs2CO3 (11.6 g) and tetrakis(triphenylphosphine)palladium (0) (33 mg) in water (8 mL) and DME (32 mL) is heated at 90° C. for 16 hours. The solution is poured into water and extracted with EtOAc (2×200 mL). The combined extract is dried over sodium sulfate, filtered, evaporated in v... Starting materials: O1CCC(C2=C1C=CC=C2)CCN2CCC(CC2)N (1-[2-(3,4-dihydro-2H-1-benzopyran-4-yl)ethyl]-4-aminopiperidine), N1=CC(=CC=C1)C(=O)O (pyridine-3-carboxylic acid), C(C(C)C)OC(=O)Cl (isobutylchloroformate). Product: O1CCC(C2=C1C=CC=C2)CCN2CCC(CC2)NC(=O)C=2C=NC=CC2 (N-[1-[2-(3,4-dihydro-2H-1-benzopyran-4-yl)ethyl]-4-piperidinyl]-3-pyridinecarboxamide). Isolated yield 15.0%. As a reaction SMILES: [O:1]1[C:6]2[CH:7]=[CH:8][CH:9]=[CH:10][C:5]=2[CH:4]([CH2:11][CH2:12][N:13]2[CH2:18][CH2:17][CH:16]([NH2:19])[CH2:15][CH2:14]2)[CH2:3][CH2:2]1.[N:20]1[CH:25]=[CH:24][CH:23]=[C:22]([C:26](O)=[O:27])[CH:21]=1.C(OC(Cl)=O)C(C)C>>[O:1]1[C:6]2[CH:7]=[CH:8][CH:9]=[CH:10][C:5]=2[CH:4]([CH2:11][CH2:12][N:13]2[CH2:18][CH2:17][CH:16]([NH:19][C:26]([C:22]3[CH:21]=[N:20][CH:25]=[CH:24][CH:23]=3)=[O:27])[CH2:15][CH2:14]2)[CH2:3][CH2:2]1. Reported procedure: N-[1-[2-(3,4-dihydro-2H-1-benzopyran-4-yl)ethyl]-4-aminopiperidine was coupled to pyridine-3-carboxylic acid utilizing the isobutylchloroformate protocol described in Example 6. The resulting residue was further purified by chromatography on silica (eluant: chloroform/ethanol/ammonium hydroxide; 85/14/1) and crystallization from diethyl ether to afford the title compound (15% yield), mp=126°-8°, Anal: C22H27N3O2 0.25 H2O, Calc. C, 71.42; H, 7.49; N, 11.36; Found: C, 71.25; H, 7.50; N, 11.19. Starting materials: C1(=CC=CC=C1)[Mg]Cl (phenylmagnesium chloride), O1CCCC1 (tetrahydrofuran), BrC1=CC=C(C=C1)C (4-bromotoluene), O1CCCC1 (tetrahydrofuran), [Cl-].[NH4+] (ammonium chloride). Reagents/catalysts: C1(=CC=CC=C1)[B-](C1=CC=CC=C1)(C1=CC=CC=C1)C1=CC=CC=C1.C(C)(C)(C)[PH+](C(C)(C)C)C(C)(C)C (tri-tert-butylphosphonium tetraphenylborate), C(C)N(CC)CC (triethylamine), [Pd](Cl)Cl (palladium (II) chloride). The product is CC1=CC=C(C=C1)C1=CC=CC=C1 (4-methylbiphenyl). Reaction SMILES: Br[C:2]1[CH:7]=[CH:6][C:5]([CH3:8])=[CH:4][CH:3]=1.[C:9]1([Mg]Cl)[CH:14]=[CH:13]C=[CH:11][CH:10]=1.[Cl-].[NH4+].O1CCC[CH2:20]1>[Pd](Cl)Cl.C(N(CC)CC)C.C1([B-](C2C=CC=CC=2)(C2C=CC=CC=2)C2C=CC=CC=2)C=CC=CC=1.C([PH+](C(C)(C)C)C(C)(C)C)(C)(C)C>[CH3:20][C:2]1[CH:7]=[CH:6][C:5]([C:8]2[CH:13]=[CH:14][CH:9]=[CH:10][CH:11]=2)=[CH:4][CH:3]=1 |f:2.3,7.8|. Procedure: A 30-ml four-necked flask was equipped with a stirrer, a thermometer, a dropping funnel and a reflux condenser. 0.014 g (0.08 mmol) of palladium (II) chloride, 0.0194 g (0.19 mmol) of triethylamine and 5.5 ml of tetrahydrofuran were weighed in the flask, followed by stirring. Further, 0.084 g (0.16 mmol) of tri-tert-butylphosphonium tetraphenylborate obtained in Example A-1 was weighed in air and added into the flask. The flask was purged with argon, followed by stirring at 21° C. for 30 minutes...